Dataset: the Open Reaction Database (ORD), a public repository of structured organic reaction records. Task: describe an organic reaction: reactants, conditions, products, and yield Starting materials: CC1(CCC2=CC(=C(C=C12)C=O)O)C (1,1-dimethyl-5-hydroxyindan-6-carboxaldehyde), BrN1C(CCC1=O)=O (N-bromosuccinimide), O (Water). Run in C(Cl)Cl (methylene chloride). Product: BrC1=C2CCC(C2=CC(=C1O)C=O)(C)C (4-bromo-1,1-dimethyl-5-hydroxyindan-6-carboxaldehyde). The yield is 90.8%. As a reaction SMILES: [CH3:1][C:2]1([CH3:14])[C:10]2[C:5](=[CH:6][C:7]([OH:13])=[C:8]([CH:11]=[O:12])[CH:9]=2)[CH2:4][CH2:3]1.[Br:15]N1C(=O)CCC1=O.O>C(Cl)Cl>[Br:15][C:6]1[C:7]([OH:13])=[C:8]([CH:11]=[O:12])[CH:9]=[C:10]2[C:5]=1[CH2:4][CH2:3][C:2]2([CH3:14])[CH3:1]. Procedure details: A solution of 3.1 g (16.3 mmol) 1,1-dimethyl-5-hydroxyindan-6-carboxaldehyde and 3.1 g (17.4 mmol) of N-bromosuccinimide in 50 ml of methylene chloride was stirred at ambient temperature for 2 days. Water (50 ml) was added. The organic phase was dried and evaporated. The residue was filtered through silica gel (20 g) using a gradient from hexane to 2:98 (v/v) ether:hexane as eluent. There was obtained 4.0 g (14.8 mmol, 91%) of 4-bromo-1,1-dimethyl-5-hydroxyindan-6-carboxaldehyde as yellow crysta... Reactants: O1CCOC12CCC(CC2)C2=NC=1N(C(=C2)N)N=CC1 (5-(1,4-dioxaspiro[4.5]decan-8-yl)pyrazolo[1,5-a]pyrimidin-7-amine), ClC1=CC(=NC=2N1N=CC2)C2CCN(CC2)C(=O)OC(C)(C)C (tert-butyl 4-(7-chloropyrazolo[1,5-a]pyrimidin-5-yl)piperidine-1-carboxylate), ClC1=CC(=NC=2N1N=CC2)C2CCC1(OCCO1)CC2 (7-chloro-5-(1,4-dioxaspiro[4.5]decan-8-yl)pyrazolo[1,5-a]pyrimidine). Product: NC1=CC(=NC=2N1N=CC2)C2CCN(CC2)C(=O)OC(C)(C)C (tert-Butyl 4-(7-aminopyrazolo[1,5-a]pyrimidin-5-yl)piperidine-1-carboxylate). RXN SMILES: O1C2([CH2:10][CH2:9][CH:8]([C:11]3[CH:16]=[C:15]([NH2:17])[N:14]4[N:18]=[CH:19][CH:20]=[C:13]4[N:12]=3)[CH2:7][CH2:6]2)OCC1.ClC1N2N=CC=C2N=C(C2CC[N:34]([C:37]([O:39][C:40]([CH3:43])([CH3:42])[CH3:41])=[O:38])CC2)C=1.ClC1N2N=CC=C2N=C(C2CCC3(OCCO3)CC2)C=1>>[NH2:17][C:15]1[N:14]2[N:18]=[CH:19][CH:20]=[C:13]2[N:12]=[C:11]([CH:8]2[CH2:7][CH2:6][N:34]([C:37]([O:39][C:40]([CH3:43])([CH3:42])[CH3:41])=[O:38])[CH2:10][CH2:9]2)[CH:16]=1. Procedure details: tert-Butyl 4-(7-aminopyrazolo[1,5-a]pyrimidin-5-yl)piperidine-1-carboxylate was synthesized in a manner similar to the synthesis of 5-(1,4-dioxaspiro[4.5]decan-8-yl)pyrazolo[1,5-a]pyrimidin-7-amine, but tert-butyl 4-(7-chloropyrazolo[1,5-a]pyrimidin-5-yl)piperidine-1-carboxylate substituted for 7-chloro-5-(1,4-dioxaspiro[4.5]decan-8-yl)pyrazolo[1,5-a]pyrimidine. The reactants are C1CCCCC1, CCOC(C)=O, CC(C)(C)OC(=N)C(Cl)(Cl)Cl, O=C(O)c1cnc(Cl)cn1, C1CCOC1. Product: CC(C)(C)OC(=O)c1cnc(Cl)cn1. RXN SMILES: [CH2:27]1[CH2:28][CH2:29][CH2:30][CH2:31][CH2:32]1.[CH3:33][CH2:34][O:35][C:36](=[O:37])[CH3:38].[Cl:11][C:12]([Cl:13])([Cl:14])[C:19](=[NH:20])[O:21][C:15]([CH3:16])([CH3:17])[CH3:18].[Cl:1][c:2]1[n:3][cH:4][c:5]([C:8](=[O:9])[OH:10])[n:6][cH:7]1.[O:22]1[CH2:23][CH2:24][CH2:25][CH2:26]1>>[Cl:1][c:2]1[n:3][cH:4][c:5]([C:8]([O:9][C:15]([CH3:16])([CH3:17])[CH3:18])=[O:10])[n:6][cH:7]1. Starting materials: O1COC2=C1C=CC(=C2)C2(CC2)C(=O)NC=2C=C1C=C(NC1=CC2)C2N(CCCC2)C(=O)OC(C)(C)C (tert-Butyl 2-(5-(1-(benzo[d][1,3]dioxol-5-yl)cyclo-propanecarboxamido)-1H-indol-2-yl)piperidine-1-carboxylate), FC(C(=O)O)(F)F (trifluoroacetic acid). Run in ClCCl (dichloromethane). Reaction conditions: time 6 hour. Product: O1COC2=C1C=CC(=C2)C2(CC2)C(=O)NC=2C=C1C=C(NC1=CC2)C2NCCCC2 (1-(benzo[d][1,3]dioxol-5-yl)-N-(2-(piperidin-2-yl)-1H-indol-5-yl)cyclopropanecarboxamide). Reaction SMILES: [O:1]1[C:5]2[CH:6]=[CH:7][C:8]([C:10]3([C:13]([NH:15][C:16]4[CH:17]=[C:18]5[C:22](=[CH:23][CH:24]=4)[NH:21][C:20]([CH:25]4[CH2:30][CH2:29][CH2:28][CH2:27][N:26]4C(OC(C)(C)C)=O)=[CH:19]5)=[O:14])[CH2:12][CH2:11]3)=[CH:9][C:4]=2[O:3][CH2:2]1.FC(F)(F)C(O)=O>ClCCl>[O:1]1[C:5]2[CH:6]=[CH:7][C:8]([C:10]3([C:13]([NH:15][C:16]4[CH:17]=[C:18]5[C:22](=[CH:23][CH:24]=4)[NH:21][C:20]([CH:25]4[CH2:30][CH2:29][CH2:28][CH2:27][NH:26]4)=[CH:19]5)=[O:14])[CH2:12][CH2:11]3)=[CH:9][C:4]=2[O:3][CH2:2]1. Procedure: tert-Butyl 2-(5-(1-(benzo[d][1,3]dioxol-5-yl)cyclo-propanecarboxamido)-1H-indol-2-yl)piperidine-1-carboxylate (55 mg, 0.11 mmol) was dissolved in dichloromethane (2.5 mL) containing trifluoroacetic acid (1 mL). The reaction mixture was stirred for 6 h at room temperature. The crude product was purified by preparative HPLC using a gradient of 0-99% acetonitrile in water containing 0.05% trifluoroacetic acid to yield 1-(benzo[d][1,3]dioxol-5-yl)-N-(2-(piperidin-2-yl)-1H-indol-5-yl)cyclopropanecarb... Reactants: C(C1=CC=CC=C1)N([C@H]1CCC(N(C1)CC1=CC=C(C=C1)F)=O)CC1=CC=CC=C1 ((S)-5-dibenzylamino-1-(4-fluorobenzyl)-piperidin-2-one). Reagents/catalysts: [Pd] (Pd/C). Run in CO (methanol). Reaction conditions: time 5 hour. The product is N[C@H]1CCC(N(C1)CC1=CC=C(C=C1)F)=O ((S)-5-amino-1-(4-fluoro-benzyl)-piperidin-2-one). Isolated yield 76.1%. As a reaction SMILES: C([N:8](CC1C=CC=CC=1)[C@@H:9]1[CH2:14][N:13]([CH2:15][C:16]2[CH:21]=[CH:20][C:19]([F:22])=[CH:18][CH:17]=2)[C:12](=[O:23])[CH2:11][CH2:10]1)C1C=CC=CC=1>CO.[Pd]>[NH2:8][C@@H:9]1[CH2:14][N:13]([CH2:15][C:16]2[CH:21]=[CH:20][C:19]([F:22])=[CH:18][CH:17]=2)[C:12](=[O:23])[CH2:11][CH2:10]1. Procedure details: 0.5 g (S)-5-dibenzylamino-1-(4-fluorobenzyl)-piperidin-2-one are placed in 20 ml of methanol and hydrogenated with 0.150 g Pd/C 10% at a pressure of 3 bar and a temperature of 60° C. After 5 hours the catalyst is suction filtered and the filtrate is evaporated to dryness. 0.21 g of the product are obtained as an oil. Analytical HPLC-MS (method A): RT=0.68 min. Yields the product BrC1=CC=CC2=C1OCCC1=C2SC(=C1)C(=O)N(C)C1=C(C=CC=C1)Cl (7-bromo-N-(2-chlorophenyl)-N-methyl-4,5-dihydrobenzo[b]thieno[2,3-d]oxepine-2-carboxamide). RXN SMILES: [Br:1][C:2]1[C:7]2[O:8][CH2:9][CH2:10][C:11]3[CH:15]=[C:14]([C:16]([OH:18])=O)[S:13][C:12]=3[C:6]=2[CH:5]=[CH:4][CH:3]=1.[Cl:19][C:20]1[CH:27]=[CH:26][CH:25]=[CH:24][C:21]=1[NH:22][CH3:23]>>[Br:1][C:2]1[C:7]2[O:8][CH2:9][CH2:10][C:11]3[CH:15]=[C:14]([C:16]([N:22]([C:21]4[CH:24]=[CH:25][CH:26]=[CH:27][C:20]=4[Cl:19])[CH3:23])=[O:18])[S:13][C:12]=3[C:6]=2[CH:5]=[CH:4][CH:3]=1. Reported procedure: Following Example 70 and General Procedure B, 114 was prepared from 7-bromo-4,5-dihydrobenzo[b]thieno[2,3-d]oxepine-2-carboxylic acid and 2-chloro-N-methylaniline. MS: (ESI+) 450.0 Reactants: BrC1=CC=CC2=C1OCCC1=C2SC(=C1)C(=O)O (7-bromo-4,5-dihydrobenzo[b]thieno[2,3-d]oxepine-2-carboxylic acid), ClC1=C(NC)C=CC=C1 (2-chloro-N-methylaniline).